From a dataset of the Open Reaction Database (ORD), a public repository of structured organic reaction records. describe an organic reaction: reactants, conditions, products, and yield Starting materials: ClC=1C=C(C=CC1)C1=CC(=NN1C1=CC=C(C=C1)Cl)C(=O)O (5-(3-Chlorophenyl)-1-(4-chlorophenyl)-1H-pyrazole-3-carboxylic acid), ClC=1C=C(C=CC1F)N1N=C(C=C1C1=CC(=CC(=C1)F)Cl)C(=O)N1CNC(C1)=O (1-{[1-(3-Chloro-4-fluorophenyl)-5-(3-chloro-5-fluorophenyl)-1H-pyrazol-3-yl]carbonyl}imidazolidin-4-one). Yields the product ClC=1C=C(C=CC1)C1=CC(=NN1C1=CC=C(C=C1)Cl)C(=O)N1CNC(C1)=O (1-{[5-(3-Chlorophenyl)-1-(4-chlorophenyl)-1H-pyrazol-3-yl]carbonyl}imidazolidin-4-one). Reaction SMILES: [Cl:1][C:2]1[CH:3]=[C:4]([C:8]2[N:12]([C:13]3[CH:18]=[CH:17][C:16]([Cl:19])=[CH:15][CH:14]=3)[N:11]=[C:10]([C:20]([OH:22])=O)[CH:9]=2)[CH:5]=[CH:6][CH:7]=1.ClC1C=C(N2C(C3C=C(F)C=C(Cl)C=3)=CC(C([N:46]3[CH2:50][C:49](=[O:51])[NH:48][CH2:47]3)=O)=N2)C=CC=1F>>[Cl:1][C:2]1[CH:3]=[C:4]([C:8]2[N:12]([C:13]3[CH:14]=[CH:15][C:16]([Cl:19])=[CH:17][CH:18]=3)[N:11]=[C:10]([C:20]([N:46]3[CH2:50][C:49](=[O:51])[NH:48][CH2:47]3)=[O:22])[CH:9]=2)[CH:5]=[CH:6][CH:7]=1. Procedure: The preparation of the title compound takes place starting from the compound of Example 89A in analogy to the synthesis of the compound of Example 1. 31 mg (80% of theory) of the title compound are obtained. Starting materials: [Br-], COc1cc2nccc(Oc3ccc(C(C)(C)C)cc3C=O)c2cc1OC, CC[Mg+], C1CCOC1, O. Yields the product CCC(O)c1cc(C(C)(C)C)ccc1Oc1ccnc2cc(OC)c(OC)cc12. Reaction SMILES: [Br-:28].[C:1]([CH3:2])([CH3:3])([CH3:4])[c:5]1[cH:6][cH:7][c:8]([O:13][c:14]2[cH:15][cH:16][n:17][c:18]3[cH:19][c:20]([O:26][CH3:27])[c:21]([O:24][CH3:25])[cH:22][c:23]23)[c:9]([CH:10]=[O:11])[cH:12]1.[CH2:29]([CH3:30])[Mg+:31].[O:33]1[CH2:34][CH2:35][CH2:36][CH2:37]1.[OH2:32]>>[C:1]([CH3:2])([CH3:3])([CH3:4])[c:5]1[cH:6][cH:7][c:8]([O:13][c:14]2[cH:15][cH:16][n:17][c:18]3[cH:19][c:20]([O:26][CH3:27])[c:21]([O:24][CH3:25])[cH:22][c:23]23)[c:9]([CH:10]([OH:11])[CH2:29][CH3:30])[cH:12]1. Reaction SMILES: [C:43]([O:44][BH-:45]([O:46][C:47](=[O:48])[CH3:49])[O:50][C:51](=[O:52])[CH3:53])(=[O:54])[CH3:55].[CH3:35][C:36]([CH3:37])=[O:38].[CH3:39][C:40](=[O:41])[OH:42].[Cl:62][CH2:63][CH2:64][Cl:65].[NH2:1][c:2]1[cH:3][cH:4][c:5]2[c:6]3[c:7](-[c:18]4[c:19]([CH3:34])[c:20]([NH:24][C:25]([c:26]5[cH:27][cH:28][c:29]([F:32])[cH:30][cH:31]5)=[O:33])[cH:21][cH:22][cH:23]4)[cH:8][cH:9][c:10]([C:15](=[O:16])[NH2:17])[c:11]3[nH:12][c:13]2[cH:14]1.[Na+:56].[Na+:61].[O-:57][C:58]([OH:59])=[O:60]>>[NH:1]([c:2]1[cH:3][cH:4][c:5]2[c:6]3[c:7](-[c:18]4[c:19]([CH3:34])[c:20]([NH:24][C:25]([c:26]5[cH:27][cH:28][c:29]([F:32])[cH:30][cH:31]5)=[O:33])[cH:21][cH:22][cH:23]4)[cH:8][cH:9][c:10]([C:15](=[O:16])[NH2:17])[c:11]3[nH:12][c:13]2[cH:14]1)[CH:36]([CH3:35])[CH3:37]. Product: Cc1c(NC(=O)c2ccc(F)cc2)cccc1-c1ccc(C(N)=O)c2[nH]c3cc(NC(C)C)ccc3c12. The reactants are CC(=O)O[BH-](OC(C)=O)OC(C)=O, CC(C)=O, CC(=O)O, ClCCCl, Cc1c(NC(=O)c2ccc(F)cc2)cccc1-c1ccc(C(N)=O)c2[nH]c3cc(N)ccc3c12, [Na+], [Na+], O=C([O-])O. The reactants are P(=O)(Cl)(Cl)Cl (phosphorus oxychloride), COC1=CC=C(C=C1)N(C1=CC=CC=C1)C1=CC=C(C=C1)OC (N,N-di(4-methoxyphenyl)aniline), CN(C=O)C (dimethylformamide), CN(C=O)C (dimethylformamide). Reaction conditions: temperature 70 celsius, time 90 minute. The product is COC1=CC=C(C=C1)N(C1=CC=C(C=C1)OC)C1=CC=C(C=O)C=C1 (4-[N,N-di(4-methoxyphenyl)amino]benzaldehyde). RXN SMILES: P(Cl)(Cl)(Cl)=O.[CH3:6][O:7][C:8]1[CH:13]=[CH:12][C:11]([N:14]([C:21]2[CH:26]=[CH:25][C:24]([O:27][CH3:28])=[CH:23][CH:22]=2)[C:15]2[CH:20]=[CH:19][CH:18]=[CH:17][CH:16]=2)=[CH:10][CH:9]=1.CN(C)[CH:31]=[O:32]>>[CH3:28][O:27][C:24]1[CH:23]=[CH:22][C:21]([N:14]([C:15]2[CH:20]=[CH:19][C:18]([CH:31]=[O:32])=[CH:17][CH:16]=2)[C:11]2[CH:12]=[CH:13][C:8]([O:7][CH3:6])=[CH:9][CH:10]=2)=[CH:26][CH:25]=1. Procedure: 1.76 g (11.5 mmols) of phosphorus oxychloride was dropped in anhydrous dimethylformamide under agitation at room temperature, into which 25 ml of anhydrous dimethylformamide solution of 1.75 g of N,N-di(4-methoxyphenyl)aniline ((36)-2) was further dropped, following by raising the reaction temperature and agitating at 70° C. for 90 minutes. Starting materials: NC1=C(C=C(C=C1)N1CCN(CCC1)C(=O)OC(C)(C)C)NS(=O)(=O)C (N-{2-amino-5-(4-t-butyloxycarbonyl-1,4-diazepan-1-yl)-phenyl}methanesulfonamide), CC1=NOC(=C1S(=O)(=O)Cl)C (3,5-dimethylisoxazole-4-sulfonylchloride). Product: Cl.N1(CCNCCC1)C1=CC(=C(C=C1)NS(=O)(=O)C=1C(=NOC1C)C)NS(=O)(=O)C (N-{4-(1,4-diazepan-1-yl)-2-[(methylsulfonyl)amino]phenyl}-3,5-dimethyl-4-isoxazolesulfonamide hydrochloride). Reaction SMILES: [NH2:1][C:2]1[CH:7]=[CH:6][C:5]([N:8]2[CH2:14][CH2:13][CH2:12][N:11](C(OC(C)(C)C)=O)[CH2:10][CH2:9]2)=[CH:4][C:3]=1[NH:22][S:23]([CH3:26])(=[O:25])=[O:24].[CH3:27][C:28]1[C:32]([S:33]([Cl:36])(=[O:35])=[O:34])=[C:31]([CH3:37])[O:30][N:29]=1>>[ClH:36].[N:8]1([C:5]2[CH:6]=[CH:7][C:2]([NH:1][S:33]([C:32]3[C:28]([CH3:27])=[N:29][O:30][C:31]=3[CH3:37])(=[O:35])=[O:34])=[C:3]([NH:22][S:23]([CH3:26])(=[O:24])=[O:25])[CH:4]=2)[CH2:14][CH2:13][CH2:12][NH:11][CH2:10][CH2:9]1 |f:2.3|. Procedure: The compound was synthesized from N-{2-amino-5-(4-t-butyloxycarbonyl-1,4-diazepan-1-yl)-phenyl}methanesulfonamide and 3,5-dimethylisoxazole-4-sulfonylchloride (89 mg, 0.455 mmol) 3 to give 120 mg of as purple solid. M+1 444.2 Calcd 444.13. Reactants: 48.5, [OH-].[NH4+] (ammonium hydroxide), solution 20.5, C(=O)(OC)P(OCC)(OCC)=O (diethyl carbomethoxyphosphonate). Conditions: temperature 15 celsius, time 15 minute. Yields the product 11.7, C(N)(=O)P(OCC)([O-])=O.[NH4+] (ammonium ethyl carbamoylphosphonate). RXN SMILES: [OH-].[NH4+:2].[C:3]([P:7](=[O:14])([O:11]CC)[O:8][CH2:9][CH3:10])(OC)=[O:4]>>[C:3]([P:7](=[O:14])([O-:11])[O:8][CH2:9][CH3:10])(=[O:4])[NH2:2].[NH4+:2] |f:0.1,3.4|. Procedure details: A solution of 48.5 parts of 29% aqueous ammonium hydroxide is stirred and cooled with an external ice bath to 15° C. To the cooled solution 20.5 parts of diethyl carbomethoxyphosphonate is slowly added over a 10 minute period. The mixture turns cloudy, but clears up after about 15 minutes. During this time, the mixture is allowed to warm spontaneously to about 30° C. and stirring is continued for 2 hours. The clear solution is stripped under reduced pressure (15 mm of Hg) at a water-bath tempera... Reactants: LiOH monohydrate, C1(=CC=CC=C1)O (phenol), O(C1=CC=CC=C1)C(=O)N[C@@H](C(C)C)C(=O)O (N-phenoxycarbonyl-L-Valine), LiOH monohydrate, CNCC=1N=C(SC1)C(C)C (N-methyl-N-((2-isopropyl-4-thiazolyl)methyl)amine), O (water). The solvent is C1CCOC1 (THF), C1CCOC1 (THF), C1CCOC1 (THF). Conditions: temperature 4.5 celsius, time 3 hour. Product: CN(CC=1N=C(SC1)C(C)C)C(=O)N[C@@H](C(C)C)C(=O)O (N-((N-Methyl-N-((2-isopropyl-4-thiazolyl)methyl)amino)carbonyl)-L-Valine). Isolated yield 81.8%. RXN SMILES: C1(O)C=CC=CC=1.[CH3:8][NH:9][CH2:10][C:11]1[N:12]=[C:13]([CH:16]([CH3:18])[CH3:17])[S:14][CH:15]=1.[O:19]([C:26]([NH:28][C@H:29]([C:33]([OH:35])=[O:34])[CH:30]([CH3:32])[CH3:31])=O)C1C=CC=CC=1.O>C1COCC1>[CH3:8][N:9]([C:26]([NH:28][C@H:29]([C:33]([OH:35])=[O:34])[CH:30]([CH3:32])[CH3:31])=[O:19])[CH2:10][C:11]1[N:12]=[C:13]([CH:16]([CH3:18])[CH3:17])[S:14][CH:15]=1. Reported procedure: To a solution of LiOH monohydrate (970 mg, 23.2 mmol) and phenol (2.18 g, 23.2 mmol) dissolved in 25 mL of THF and cooled with an ice bath to 3-6° C. was added N-methyl-N-((2-isopropyl-4-thiazolyl)methyl)amine (3.95 g, 23.2 mmol) followed by a 1 mL THF rinse. To this mixture was slowly added a solution of N-phenoxycarbonyl-L-Valine (5.0 g, 21.1 mmol) dissolved in 20 mL of THF maintaining the temperature between 3° C. and 8° C. Following the addition and a 5 mL THF rinse, the cooling bath was rem...